From a dataset of the Open Reaction Database (ORD), a public repository of structured organic reaction records. describe an organic reaction: reactants, conditions, products, and yield The reactants are solution, [BH4-].[Na+] (NaBH4), B(F)(F)F (BF3), ice water, OO (H2O2), C1(=C(C=CC=C1)C(C=C)(C)O)C1=CC=CC=C1 (3-p-biphenylyl-1-buten-3-ol), [OH-].[Na+] (NaOH). The solvent is COCCOCCOC (diglyme), COCCOCCOC (diglyme), O (water), COCCOCCOC (diglyme). Product: C1(=C(C=CC=C1)C(CCO)(C)O)C1=CC=CC=C1 (3-p-biphenylyl-1,3-butanediol), boric acid ester. RXN SMILES: [C:1]1([C:12]2[CH:17]=[CH:16][CH:15]=[CH:14][CH:13]=2)[CH:6]=[CH:5][CH:4]=[CH:3][C:2]=1[C:7]([OH:11])([CH3:10])[CH:8]=[CH2:9].[BH4-].[Na+].B(F)(F)F.[OH-:24].[Na+].OO>COCCOCCOC.O>[C:1]1([C:12]2[CH:17]=[CH:16][CH:15]=[CH:14][CH:13]=2)[CH:6]=[CH:5][CH:4]=[CH:3][C:2]=1[C:7]([OH:11])([CH3:10])[CH2:8][CH2:9][OH:24] |f:1.2,4.5|. Procedure details: 2.24 g. of 3-p-biphenylyl-1-buten-3-ol (obtainable from p-biphenylylmagnesium bromide and methyl vinyl ketone) are dissolved in 5 ml. of diglyme, 3 ml. of a 1 M solution of NaBH4 in diglyme are added and a solution of 0.56 g. of BF3 etherate in 1.2 ml. of diglyme is added dropwise under N2. 0.7 ml. of water is then added and 1.4 ml. of 3N NaOH and 1.4 ml. of 30% H2O2 are then added dropwise at 80°-100°. The mixture is cooled, treated with ice water, and standard working up gives 3-p-biphenylyl-1... Reactants: FC=1C=C(C=O)C=CC1F (3,4-difluorobenzaldehyde), [N+](=O)([O-])C (nitro methane), [OH-].[Na+] (NaOH). Run in C(C)O (ethanol). Yields the product FC1=C(C=C(C=C1)\C=C\[N+](=O)[O-])F ((E)-1,2-Difluoro-4-(2-nitrovinyl)benzene). Isolated yield 76.8%. As a reaction SMILES: [F:1][C:2]1[CH:3]=[C:4]([CH:7]=[CH:8][C:9]=1[F:10])[CH:5]=O.[N+:11]([CH3:14])([O-:13])=[O:12].[OH-].[Na+]>C(O)C>[F:10][C:9]1[CH:8]=[CH:7][C:4](/[CH:5]=[CH:14]/[N+:11]([O-:13])=[O:12])=[CH:3][C:2]=1[F:1] |f:2.3|. Procedure: Using analogous reaction conditions and workup as described in example 1, 3,4-difluorobenzaldehyde (5 g, 35.1864 mmol) in ethanol (175 mL) was reacted math nitro methane (1.9 mL, 35.1864 mmol) and 10N NaOH (1.47 g, 36.9457 mmol) to afford 5 g of the product (76.80% yield). 1H NMR (CDCl3, 300 MHz): δ 7.92 (d, 1H), 7.58-7.0 (m, 4H). Procedure: A solution of Example A18 (22 g, 65.7 mmol), (4-methoxy-benzyl)-methyl-amine (14.9 g, 98.5 mmol) and DBU (15 g, 98.5 mmol) in NMP (120 mL) was heated at 160° C. for 5 h. The mixture was poured into 200 mL of water while stirring and the resulting solids were collected by filtration, washed with water, dried and then washed with Et2O to give 3-(5-amino-2,4-difluoro-phenyl)-1-ethyl-7-[4-methoxy-benzyl)-methyl-amino]-1H-[1,6]naphthyridin-2-one (25 g, yield 85% yield). 1H NMR (300 MHz, DMSO-d6): δ 8... Reactants: COC1=CC=C(CNC)C=C1 ((4-methoxy-benzyl)-methyl-amine), C1CCC2=NCCCN2CC1 (DBU), O (water). The solvent is CN1CCCC1=O (NMP). Isolated yield 173.7%. Reaction SMILES: C[O:2][C:3]1[CH:11]=[CH:10][C:6]([CH2:7][NH:8][CH3:9])=[CH:5][CH:4]=1.C1CCN2C(=[N:16]CCC2)CC1.O>CN1C(=O)CCC1>[NH:16]1[C:5]2[C:6](=[CH:7][N:8]=[CH:9][CH:4]=2)[CH:10]=[CH:11][C:3]1=[O:2]. Yields the product N1C(C=CC2=CN=CC=C12)=O (1H-[1,6]naphthyridin-2-one). Solvent: C(Cl)(Cl)Cl (chloroform). RXN SMILES: [C:1]([O:4][CH:5]([C:18]([O-:20])=[O:19])[C@@H:6]([C:15]([O-:17])=[O:16])[NH:7]C(OC(C)(C)C)=O)(=[O:3])[CH3:2].FC(F)(F)C(O)=O>C(Cl)(Cl)Cl>[C:1]([O:4][CH:5]([C:18]([OH:20])=[O:19])[C@@H:6]([C:15]([OH:17])=[O:16])[NH2:7])(=[O:3])[CH3:2]. Procedure details: To a solution of 202 mg (0.50 mmol) of the compound (4) obtained in Step 2 in chloroform (2 ml) was added 2 ml of trifluoroacetic acid, and the mixture was stirred at room temperature for 20 hours. The solvent was distilled off and the residue was purified by C18 silica gel column chromatography (RP-C18, distilled water) to give 43 mg of the title compound (9) (yield 45%). Reaction conditions: time 20 hour. Product: C(C)(=O)OC([C@H](N)C(=O)O)C(=O)O (3-Acetoxyaspartic Acid). Isolated yield 45.0%. Starting materials: C(C)(=O)OC([C@H](NC(=O)OC(C)(C)C)C(=O)[O-])C(=O)[O-] (3-acetoxy-N-t-butoxycarbonylaspartate), FC(C(=O)O)(F)F (trifluoroacetic acid). The reactants are ClC1=C(C=CC=C1)C1=NNC2=NC(=NC(=C21)OC[C@@H]2OC(OC2)(C)C)OC2=C(C=C(C=C2)F)F ((S)-3-(2-Chloro-phenyl)-6-(2,4-difluoro-phenoxy)-4-(2,2-dimethyl-[1,3]dioxolan-4-ylmethoxy)-1H-pyrazolo[3,4-d]pyrimidine), Cl (HCl). The solvent is O1CCOCC1 (dioxane). Run at time 25 minute. Yields the product ClC1=C(C=CC=C1)C1=NNC2=NC(=NC(=C21)OC[C@H](CO)O)OC2=C(C=C(C=C2)F)F ((S)-3-[3-(2-Chloro-phenyl)-6-(2,4-difluoro-phenoxy)-1H-pyrazolo[3,4-d]pyrimidin-4-yloxy]-propane-1,2-diol). The yield is 69.2%. RXN SMILES: [Cl:1][C:2]1[CH:7]=[CH:6][CH:5]=[CH:4][C:3]=1[C:8]1[C:16]2[C:11](=[N:12][C:13]([O:26][C:27]3[CH:32]=[CH:31][C:30]([F:33])=[CH:29][C:28]=3[F:34])=[N:14][C:15]=2[O:17][CH2:18][C@H:19]2[CH2:23][O:22]C(C)(C)[O:20]2)[NH:10][N:9]=1.Cl>O1CCOCC1>[Cl:1][C:2]1[CH:7]=[CH:6][CH:5]=[CH:4][C:3]=1[C:8]1[C:16]2[C:11](=[N:12][C:13]([O:26][C:27]3[CH:32]=[CH:31][C:30]([F:33])=[CH:29][C:28]=3[F:34])=[N:14][C:15]=2[O:17][CH2:18][C@@H:19]([OH:20])[CH2:23][OH:22])[NH:10][N:9]=1. Procedure details: (S)-3-(2-Chloro-phenyl)-6-(2,4-difluoro-phenoxy)-4-(2,2-dimethyl-[1,3]dioxolan-4-ylmethoxy)-1H-pyrazolo[3,4-d]pyrimidine (1.395 g) was taken up in 30 mL dioxane, and 25 mL of 4N HCl was added. The reaction mixture was stirred at room temperature for 25 minutes, and then the reaction mixture was partitioned between water (100 mL) and EtOAc (300 mL). The organic phase was washed with brine, dried over MgSO4, filtered, and concentrated under reduced pressure. The residue was eluted through silica g... The product is FC(C=1C=C(COCC2(CCN(CCC2)C(C)C)C2=CC=CC=C2)C=C(C1)C(F)(F)F)(F)F (4-((3,5-bis(trifluoromethyl)benzyloxy)methyl)-1-isopropyl-4-phenylazepane). Conditions: time 0.5 hour. Reactants: FC(C=1C=C(COCC2(CCNCCC2)C2=CC=CC=C2)C=C(C1)C(F)(F)F)(F)F (4-((3,5-bis(trifluoromethyl)benzyloxy)methyl)-4-phenylazepane), CC(=O)C (acetone), C(#N)[BH3-].[Na+] (sodium cyanoborohydride). Yield: 75.9%. Procedure: Mixture of isomer A of 4-((3,5-bis(trifluoromethyl)benzyloxy)methyl)-4-phenylazepane (3 mg) and acetone (1.2 mg) in methanol (0.15 mL) was stirred at room temperature for 0.5 hr, then sodium cyanoborohydride (1.0 M solution in THF, 0.02 mL) was added followed by 1 drop of trifluoroacetic acid. The mixture was stirred at 65° C. for overnight and concentrated under vacuum. Then saturated sodium bicarbonate solution and dichloromethane was added to the mixture and the organic layer was separated. T... Reagents/catalysts: FC(C(=O)O)(F)F (trifluoroacetic acid). RXN SMILES: [F:1][C:2]([F:30])([F:29])[C:3]1[CH:4]=[C:5]([CH:22]=[C:23]([C:25]([F:28])([F:27])[F:26])[CH:24]=1)[CH2:6][O:7][CH2:8][C:9]1([C:16]2[CH:21]=[CH:20][CH:19]=[CH:18][CH:17]=2)[CH2:15][CH2:14][CH2:13][NH:12][CH2:11][CH2:10]1.[CH3:31][C:32]([CH3:34])=O.C([BH3-])#N.[Na+]>CO.FC(F)(F)C(O)=O>[F:30][C:2]([F:29])([F:1])[C:3]1[CH:4]=[C:5]([CH:22]=[C:23]([C:25]([F:28])([F:27])[F:26])[CH:24]=1)[CH2:6][O:7][CH2:8][C:9]1([C:16]2[CH:21]=[CH:20][CH:19]=[CH:18][CH:17]=2)[CH2:15][CH2:14][CH2:13][N:12]([CH:32]([CH3:34])[CH3:31])[CH2:11][CH2:10]1 |f:2.3|. Solvent: CO (methanol). The reactants are [Al+3], CCOC(=O)C1(Cc2ccccc2F)CCN(Cc2ccccc2)CC1, CCOCC, [H-], [H-], [H-], [H-], [Li+]. Yields the product OCC1(Cc2ccccc2F)CCN(Cc2ccccc2)CC1. RXN SMILES: [Al+3:28].[CH2:1]([c:2]1[cH:3][cH:4][cH:5][cH:6][cH:7]1)[N:8]1[CH2:9][CH2:10][C:11]([C:14](=[O:15])[O:16][CH2:17][CH3:18])([CH2:19][c:20]2[c:21]([F:26])[cH:22][cH:23][cH:24][cH:25]2)[CH2:12][CH2:13]1.[CH3:33][CH2:34][O:35][CH2:36][CH3:37].[H-:27].[H-:30].[H-:31].[H-:32].[Li+:29]>>[CH2:1]([c:2]1[cH:3][cH:4][cH:5][cH:6][cH:7]1)[N:8]1[CH2:9][CH2:10][C:11]([CH2:14][OH:15])([CH2:19][c:20]2[c:21]([F:26])[cH:22][cH:23][cH:24][cH:25]2)[CH2:12][CH2:13]1. Reactants: C(C)C1=CC=CC(=N1)C=O (6-Ethyl-2-pyridinecarboxaldehyde), CC1=CC=CC(=N1)C=O (6-methyl,2-pyridinecarboxaldehyde). Product: C(C)(C)C1=CC=CC(=N1)C=O (6-Isopropyl-2-pyridinecarboxaldehyde). RXN SMILES: [CH2:1]([C:3]1[N:8]=[C:7]([CH:9]=[O:10])[CH:6]=[CH:5][CH:4]=1)[CH3:2].[CH3:11]C1N=C(C=O)C=CC=1>>[CH:1]([C:3]1[N:8]=[C:7]([CH:9]=[O:10])[CH:6]=[CH:5][CH:4]=1)([CH3:11])[CH3:2]. Procedure: The alkylation of 6-ethyl-2-pyridinecarboxaldehyde from Step 1 was performed as described above for 6-methyl,2-pyridinecarboxaldehyde.